This data is from the Open Reaction Database (ORD), a public repository of structured organic reaction records. The task is: describe an organic reaction: reactants, conditions, products, and yield The reactants are CNC (Dimethylamine), N1C=CC2=CC=C(C=C12)C1C(C1)C=O (2-(1H-indol-6-yl)-cyclopropanecarbaldehyde), C(C)(=O)O[BH-](OC(C)=O)OC(C)=O.[Na+] (sodium triacetoxyborohydride). Run in CO (methanol). Reported procedure: The crude 2-(1H-indol-6-yl)-cyclopropanecarbaldehyde was dissolved in methanol at room temperature with stirring. Dimethylamine (1M solution in THF, 20.00 mL, 20.00 mmol) was added followed by sodium triacetoxyborohydride (4.24 g, 20.00 mmol) After 15 h of stirring at room temperature, the solution was concentrated to dryness in vacuo. The residue was then partitioned between methylene chloride and 1 N NaOH solution. The layers were separated, and the organic layer dried over anhydrous magnesium... The product is N1C=CC2=CC=C(C=C12)C1C(C1)CN(C)C ([2-(1H-indol-6-yl)-cyclopropylmethyl]-dimethyl-amine). As a reaction SMILES: [NH:1]1[C:9]2[C:4](=[CH:5][CH:6]=[C:7]([CH:10]3[CH2:12][CH:11]3[CH:13]=O)[CH:8]=2)[CH:3]=[CH:2]1.[CH3:15][NH:16][CH3:17].C(O[BH-](OC(=O)C)OC(=O)C)(=O)C.[Na+]>CO>[NH:1]1[C:9]2[C:4](=[CH:5][CH:6]=[C:7]([CH:10]3[CH2:12][CH:11]3[CH2:13][N:16]([CH3:17])[CH3:15])[CH:8]=2)[CH:3]=[CH:2]1 |f:2.3|.